This data is from the Open Reaction Database (ORD), a public repository of structured organic reaction records. The task is: describe an organic reaction: reactants, conditions, products, and yield The reactants are C(C)(C)(C)C1=CC=C(C=C1)S(=O)(=O)N(C1=C(C=CC=C1)C(N)=O)CC(=O)O ([(4-tert-butyl-benzenesulfonyl)-(2-carbamoyl-phenyl)-amino]-acetic acid), C(C)NCC1=NC(=CC=C1)C (ethyl-(6-methyl-pyridin-2-ylmethyl)-amine). Yields the product C(C)(C)(C)C1=CC=C(C=C1)S(=O)(=O)N(C1=C(C(=O)N)C=CC=C1)CC(N(CC1=NC(=CC=C1)C)CC)=O (2-((4-tert-Butyl-benzenesulfonyl)-{[ethyl-(6-methyl-pyridin-2-ylmethyl)-carbamoyl]-methyl}-amino)-benzamide). Reaction SMILES: [C:1]([C:5]1[CH:10]=[CH:9][C:8]([S:11]([N:14]([CH2:24][C:25](O)=[O:26])[C:15]2[CH:20]=[CH:19][CH:18]=[CH:17][C:16]=2[C:21](=[O:23])[NH2:22])(=[O:13])=[O:12])=[CH:7][CH:6]=1)([CH3:4])([CH3:3])[CH3:2].[CH2:28]([NH:30][CH2:31][C:32]1[CH:37]=[CH:36][CH:35]=[C:34]([CH3:38])[N:33]=1)[CH3:29]>>[C:1]([C:5]1[CH:6]=[CH:7][C:8]([S:11]([N:14]([CH2:24][C:25](=[O:26])[N:30]([CH2:28][CH3:29])[CH2:31][C:32]2[CH:37]=[CH:36][CH:35]=[C:34]([CH3:38])[N:33]=2)[C:15]2[CH:20]=[CH:19][CH:18]=[CH:17][C:16]=2[C:21]([NH2:22])=[O:23])(=[O:12])=[O:13])=[CH:9][CH:10]=1)([CH3:3])([CH3:2])[CH3:4]. Procedure: prepared by reaction of [(4-tert-butyl-benzenesulfonyl)-(2-carbamoyl-phenyl)-amino]-acetic acid with ethyl-(6-methyl-pyridin-2-ylmethyl)-amine Reactants: [Br-].OC=1C=C2C=C[N+](=CC2=CC1)C (6-Hydroxy-2-methylisoquinolinium bromide), C([O-])([O-])=O.[Na+].[Na+] (sodium carbonate), C1(C=2C(C(N1CCBr)=O)=CC=CC2)=O (phthalimidoethyl bromide). Run in C(C)#N (acetonitrile). The product is [Br-].C[N+]1=CC2=CC=C(C=C2C=C1)OCCN1C(C=2C(C1=O)=CC=CC2)=O (2-Methyl-6(2-Phthalimidoethoxy)isoquinolinium bromide). As a reaction SMILES: [Br-].[OH:2][C:3]1[CH:4]=[C:5]2[C:10](=[CH:11][CH:12]=1)[CH:9]=[N+:8]([CH3:13])[CH:7]=[CH:6]2.C(=O)([O-])[O-].[Na+].[Na+].[C:20]1(=[O:33])[N:24]([CH2:25][CH2:26][Br:27])[C:23](=[O:28])[C:22]2=[CH:29][CH:30]=[CH:31][CH:32]=[C:21]12>C(#N)C>[Br-:27].[CH3:13][N+:8]1[CH:7]=[CH:6][C:5]2[C:10](=[CH:11][CH:12]=[C:3]([O:2][CH2:26][CH2:25][N:24]3[C:20](=[O:33])[C:21]4=[CH:32][CH:31]=[CH:30][CH:29]=[C:22]4[C:23]3=[O:28])[CH:4]=2)[CH:9]=1 |f:0.1,2.3.4,7.8|. Procedure details: 6-Hydroxy-2-methylisoquinolinium bromide (2.4 g.), sodium carbonate (5 g.) and phthalimidoethyl bromide (2.6 g.) in acetonitrile (100 ml) were heated under reflux for 9 days. The mixture was filtered hot and the filtrate evaporated to give an oily solid. It was washed with chloroform, and light petroleum ether (b.p. 40°-60°) was added to give an oil that solidified on trituration, m.p. 165°-169°. The reactants are CN1CCC(CC1)N1C(C2=CC=CC=3C2=C(C1=O)C=CC3[N+](=O)[O-])=O (2,3-dihydro-2-(1-methyl-piperidin-4-yl)-6-nitro-1H-benz[de]isoquinoline-1,3-dione), CO (methanol). The reagents and catalysts are [Pd] (Pd/C). Solvent: O (water). Product: NC=1C=CC=2C(N(C(C3=CC=CC1C23)=O)C2CCN(CC2)C)=O (6-amino-2,3-dihydro-2-(1-methylpiperidin-4-yl)-1H-benz[de]isoquinoline-1,3-dione). The yield is 79.6%. As a reaction SMILES: [CH3:1][N:2]1[CH2:7][CH2:6][CH:5]([N:8]2[C:17](=[O:18])[C:16]3[CH:19]=[CH:20][C:21]([N+:22]([O-])=O)=[C:14]4[C:15]=3[C:10](=[CH:11][CH:12]=[CH:13]4)[C:9]2=[O:25])[CH2:4][CH2:3]1.CO>O.[Pd]>[NH2:22][C:21]1[CH:20]=[CH:19][C:16]2[C:17](=[O:18])[N:8]([CH:5]3[CH2:4][CH2:3][N:2]([CH3:1])[CH2:7][CH2:6]3)[C:9](=[O:25])[C:10]3[C:15]=2[C:14]=1[CH:13]=[CH:12][CH:11]=3. Procedure: A mixture of 2,3-dihydro-2-(1-methyl-piperidin-4-yl)-6-nitro-1H-benz[de]isoquinoline-1,3-dione (11.5 g; 33.9 mmol), prepared as in Example 3, in water (150 mL) and methanol (350 mL) was hydrogenated at atmospheric pressure over 10% Pd/C catalyst (1.4 g) for 5 hours. The catalyst was removed by filtration and the filtrate concentrated to a small volume. Isopropanol was added and the solution concentrated. Isopropanol was again added to the residue and the solution reconcentrated. The residue was ... The reactants are CCCCC(CC)COC(=O)Cl, CC(C)(C)OC(=O)N1CCC2(CC1)CC(O[Si](C)(C)C(C)(C)C)c1cc(C(N)=NO)ccc1O2, CN(C)C=O, c1ccncc1. The product is CCCCC(CC)COC(=O)ON=C(N)c1ccc2c(c1)C(O[Si](C)(C)C(C)(C)C)CC1(CCN(C(=O)OC(C)(C)C)CC1)O2. RXN SMILES: [Cl:41][C:42](=[O:43])[O:44][CH2:45][CH:46]([CH2:47][CH2:48][CH2:49][CH3:50])[CH2:51][CH3:52].[NH2:1][C:2]([c:3]1[cH:4][c:5]2[c:10]([cH:11][cH:12]1)[O:9][C:8]1([CH2:7][CH:6]2[O:25][Si:26]([CH3:27])([CH3:28])[C:29]([CH3:30])([CH3:31])[CH3:32])[CH2:13][CH2:14][N:15]([C:18](=[O:19])[O:20][C:21]([CH3:22])([CH3:23])[CH3:24])[CH2:16][CH2:17]1)=[N:33][OH:34].[O:53]=[CH:54][N:55]([CH3:56])[CH3:57].[cH:35]1[cH:36][cH:37][n:38][cH:39][cH:40]1>>[NH2:1][C:2]([c:3]1[cH:4][c:5]2[c:10]([cH:11][cH:12]1)[O:9][C:8]1([CH2:7][CH:6]2[O:25][Si:26]([CH3:27])([CH3:28])[C:29]([CH3:30])([CH3:31])[CH3:32])[CH2:13][CH2:14][N:15]([C:18](=[O:19])[O:20][C:21]([CH3:22])([CH3:23])[CH3:24])[CH2:16][CH2:17]1)=[N:33][O:34][C:42](=[O:43])[O:44][CH2:45][CH:46]([CH2:47][CH2:48][CH2:49][CH3:50])[CH2:51][CH3:52]. Starting materials: C1CCOC1, [Li]CCCC, CSc1nccc(C)n1, CC(C)NC(C)C, [Cl-], CON(C)C(=O)c1ccc(Cl)cc1Cl, ClCCl, [NH4+]. The product is CSc1nccc(CC(=O)c2ccc(Cl)cc2Cl)n1. RXN SMILES: [CH2:41]1[O:42][CH2:43][CH2:44][CH2:45]1.[CH2:8]([Li:9])[CH2:10][CH2:11][CH3:12].[CH3:13][c:14]1[n:15][c:16]([S:20][CH3:21])[n:17][cH:18][cH:19]1.[CH:1]([NH:2][CH:3]([CH3:4])[CH3:5])([CH3:6])[CH3:7].[Cl-:36].[Cl:22][c:23]1[c:24]([C:25](=[O:26])[N:27]([O:28][CH3:29])[CH3:30])[cH:31][cH:32][c:33]([Cl:35])[cH:34]1.[Cl:38][CH2:39][Cl:40].[NH4+:37]>>[CH2:13]([c:14]1[n:15][c:16]([S:20][CH3:21])[n:17][cH:18][cH:19]1)[C:25]([c:24]1[c:23]([Cl:22])[cH:34][c:33]([Cl:35])[cH:32][cH:31]1)=[O:26]. Reactants: NC(=O)c1ccccc1Br, O=C([O-])[O-], CC(=O)[O-], CC(=O)[O-], Cc1cc(N)n(-c2ccccc2C)n1, CC(=O)O, [Cu+2], [K+], [K+], CN(C)C=O. Product: Cc1cc(Nc2ccccc2C(N)=O)n(-c2ccccc2C)n1. As a reaction SMILES: [Br:15][c:16]1[c:17]([C:18](=[O:19])[NH2:20])[cH:21][cH:22][cH:23][cH:24]1.[C:25](=[O:26])([O-:27])[O-:28].[C:40]([O-:41])(=[O:42])[CH3:43].[C:45]([O-:46])(=[O:47])[CH3:48].[CH3:1][c:2]1[n:3][n:4](-[c:8]2[c:9]([CH3:14])[cH:10][cH:11][cH:12][cH:13]2)[c:5]([NH2:7])[cH:6]1.[CH3:31][C:32](=[O:33])[OH:34].[Cu+2:44].[K+:29].[K+:30].[O:35]=[CH:36][N:37]([CH3:38])[CH3:39]>>[CH3:1][c:2]1[n:3][n:4](-[c:8]2[c:9]([CH3:14])[cH:10][cH:11][cH:12][cH:13]2)[c:5]([NH:7][c:16]2[c:17]([C:18](=[O:19])[NH2:20])[cH:21][cH:22][cH:23][cH:24]2)[cH:6]1.